From a dataset of the Open Reaction Database (ORD), a public repository of structured organic reaction records. describe an organic reaction: reactants, conditions, products, and yield Reactants: CCOC(=O)N1c2ccc(C(F)(F)F)cc2C(NCc2cc(C(F)(F)F)cc(C(F)(F)F)c2)CC1C, Cc1ccccc1, O=C(Cl)Cl. Product: CCOC(=O)N1c2ccc(C(F)(F)F)cc2C(N(Cc2cc(C(F)(F)F)cc(C(F)(F)F)c2)C(=O)Cl)CC1C. As a reaction SMILES: [CH2:1]([CH3:2])[O:3][C:4](=[O:5])[N:6]1[CH:7]([CH3:36])[CH2:8][CH:9]([NH:20][CH2:21][c:22]2[cH:23][c:24]([C:32]([F:33])([F:34])[F:35])[cH:25][c:26]([C:28]([F:29])([F:30])[F:31])[cH:27]2)[c:10]2[cH:11][c:12]([C:16]([F:17])([F:18])[F:19])[cH:13][cH:14][c:15]21.[CH3:37][c:38]1[cH:39][cH:40][cH:41][cH:42][cH:43]1.[Cl:44][C:45]([Cl:46])=[O:47]>>[CH2:1]([CH3:2])[O:3][C:4](=[O:5])[N:6]1[CH:7]([CH3:36])[CH2:8][CH:9]([N:20]([CH2:21][c:22]2[cH:23][c:24]([C:32]([F:33])([F:34])[F:35])[cH:25][c:26]([C:28]([F:29])([F:30])[F:31])[cH:27]2)[C:45]([Cl:44])=[O:47])[c:10]2[cH:11][c:12]([C:16]([F:17])([F:18])[F:19])[cH:13][cH:14][c:15]21. The reactants are C1(CCCC1)N1N=C(C(=C1N)C(=O)N)CC (1-cyclopentyl-3-ethyl-5-amino-1H-pyrazole-4-carboxamide), CN(CCCOC1=CC=C(C=O)C=C1)C (4-[3-(dimethylamino)propoxy]benzaldehyde), xylenes, C1(=CC=C(C=C1)S(=O)(=O)O)C (p-Toluenesulfonic acid). Reaction conditions: temperature 120 celsius, time 6 hour. Product: C1(CCCC1)N1NC(=C2C1=NC(=NC2=O)C2=CC=C(C=C2)OCCCN(C)C)CC (1-cyclopentyl-3-ethyl-6-[4-[3-(dimethylamino)propoxy]phenyl]pyrazolo[3,4-d]pyrimidin-4-one). Reaction SMILES: [CH:1]1([N:6]2[C:10]([NH2:11])=[C:9]([C:12]([NH2:14])=[O:13])[C:8]([CH2:15][CH3:16])=[N:7]2)[CH2:5][CH2:4][CH2:3][CH2:2]1.[CH3:17][N:18]([CH3:31])[CH2:19][CH2:20][CH2:21][O:22][C:23]1[CH:30]=[CH:29][C:26]([CH:27]=O)=[CH:25][CH:24]=1.C1(C)C=CC(S(O)(=O)=O)=CC=1>>[CH:1]1([N:6]2[C:10]3=[N:11][C:27]([C:26]4[CH:25]=[CH:24][C:23]([O:22][CH2:21][CH2:20][CH2:19][N:18]([CH3:31])[CH3:17])=[CH:30][CH:29]=4)=[N:14][C:12](=[O:13])[C:9]3=[C:8]([CH2:15][CH3:16])[NH:7]2)[CH2:2][CH2:3][CH2:4][CH2:5]1. Procedure details: A mixture of 1-cyclopentyl-3-ethyl-5-amino-1H-pyrazole-4-carboxamide (2.03 g, 9.14 mmol), 4-[3-(dimethylamino)propoxy]benzaldehyde (2.76 ml), and xylenes was heated at 120° C. for 1 hour, then at 160° C. for 6 hours. p-Toluenesulfonic acid (300 mg) was added and the mixture was heated at 160° C. until the reaction was complete. The reaction mixture was cooled to room temperature, and a creamy white solid formed, which was collected by filtration, washed with methanol and recrystallized from ethy... Reactants: C(=O)(C=1NC=CN1)C=1NC=CN1 (Carbonyl diimidazole), ClC1=CC2=C(NC(=C2)C(=O)NC2C(N(C3=CC=CC=C3C2)CC(CO)CO)=O)S1 (2-Chloro-N-{1-[3-hydroxy-2-(hydroxymethyl)propyl]-2-oxo-1,2,3,4-tetrahydroquinolin-3-yl}-6H-thieno[2,3-b]pyrrole-5-carboxamide). The reagents and catalysts are CN(C)C=1C=CN=CC1 (DMAP). Run at temperature 50 celsius. The product is ClC1=CC2=C(NC(=C2)C(=O)NC2C(N(C3=CC=CC=C3C2)CC2COC(OC2)=O)=O)S1 (2-Chloro-N-{2-oxo-1-[(2-oxo-1,3-dioxan-5-yl)methyl]-1,2,3,4-tetrahydroquinolin-3-yl}-6H-thieno[2,3-b]pyrrole-5-carboxamide). Yield: 69.0%. As a reaction SMILES: [C:1](C1NC=CN=1)(C1NC=CN=1)=[O:2].[Cl:13][C:14]1[S:41][C:17]2[NH:18][C:19]([C:21]([NH:23][CH:24]3[CH2:33][C:32]4[C:27](=[CH:28][CH:29]=[CH:30][CH:31]=4)[N:26]([CH2:34][CH:35]([CH2:38][OH:39])[CH2:36][OH:37])[C:25]3=[O:40])=[O:22])=[CH:20][C:16]=2[CH:15]=1>CN(C1C=CN=CC=1)C>[Cl:13][C:14]1[S:41][C:17]2[NH:18][C:19]([C:21]([NH:23][CH:24]3[CH2:33][C:32]4[C:27](=[CH:28][CH:29]=[CH:30][CH:31]=4)[N:26]([CH2:34][CH:35]4[CH2:38][O:39][C:1](=[O:2])[O:37][CH2:36]4)[C:25]3=[O:40])=[O:22])=[CH:20][C:16]=2[CH:15]=1. Procedure details: Carbonyl diimidazole (143 mg, 0.88 mmol) was added to 2-chloro-N-{1-[3-hydroxy-2-(hydroxymethyl)propyl]-2-oxo-1,2,3,4-tetrahydroquinolin-3-yl}-6H-thieno[2,3-b]pyrrole-5-carboxamide (Example 22; 250 mg, 0.58 mmol) followed by DMAP (2 mg) and the reaction was heated at 50° C. for 4 hours. The reaction was quenched by addition of EtOAc (50 mL) and H2O (10 mL) and the organic layer was separated and washed further with saturated aqueous NaHCO3, 1M HCl (aq.) and brine. The organic layer was then drie... The reactants are ice, C(C=1C(O)=CC=CC1)(=O)O (salicylic acid), [OH-].[Na+] (sodium hydroxide), C([O-])([O-])=O.[Na+].[Na+] (sodium carbonate), NC1=CC=C(C(=O)NCCC(=O)O)C=C1 (N-(4-Aminobenzoyl)-β-alanine), N(=O)[O-].[Na+] (sodium nitrite), Cl (hydrochloric acid), CS(=O)(=O)O (methanesulfonic acid). Solvent: O (water), O (water), O (water). Reaction conditions: temperature 10 celsius, time 30 minute. The product is C1=CC(=CC=C1C(=O)NCCC(=O)O)N=NC=2C=CC(=C(C2)C(=O)O)O (Balsalazide). Yield: 90.0%. RXN SMILES: [NH2:1][C:2]1[CH:15]=[CH:14][C:5]([C:6]([NH:8][CH2:9][CH2:10][C:11]([OH:13])=[O:12])=[O:7])=[CH:4][CH:3]=1.CS(O)(=O)=O.[N:21]([O-])=O.[Na+].[C:25]([OH:34])(=[O:33])[C:26]1[C:27](=[CH:29][CH:30]=[CH:31][CH:32]=1)[OH:28].[OH-].[Na+].C(=O)([O-])[O-].[Na+].[Na+].Cl>O>[CH:14]1[C:5]([C:6]([NH:8][CH2:9][CH2:10][C:11]([OH:13])=[O:12])=[O:7])=[CH:4][CH:3]=[C:2]([N:1]=[N:21][C:31]2[CH:30]=[CH:29][C:27]([OH:28])=[C:26]([C:25]([OH:34])=[O:33])[CH:32]=2)[CH:15]=1 |f:2.3,5.6,7.8.9|. Reported procedure: N-(4-Aminobenzoyl)-β-alanine (100 g) was suspended in water (1300 mL) and methanesulfonic acid (115.4 g) was added to this mixture. The mixture was cooled to 10° C. and a solution of sodium nitrite (34.46 g) in water (200 mL) was added at a rate such that the temperature stayed below 12° C. The mixture was stirred for 30 min and added to an ice-cold solution of salicylic acid (69.65 g), sodium hydroxide (40.35 g) and sodium carbonate (106.9 g) in 1 L water at 7-12° C. After 3 hours at 10° C., th...